Task: describe an organic reaction: reactants, conditions, products, and yield. Dataset: the Open Reaction Database (ORD), a public repository of structured organic reaction records Yields the product O.ClC=1C=CC=2C=3C(C(=NC2C1)CCNC1=NC=CN=C1)=CN(N3)C3=CC=CC=C3.ClC=3C=CC=1C=2C(C(=NC1C3)CCNC3=NC=CN=C3)=CN(N2)C2=CC=CC=C2 (7-Chloro-2-phenyl-N-(2-pyrazinyl)-2H-pyrazolo[4,3-c]quinoline-4-ethanamine, hemihydrate). Run in CO (methanol), C(C)O (ethanol). The yield is 43.0%. Procedure: A mixture of 1.5 g (4.53 mmol) of the compound of step B. above, 0.98 mol (9.96 mmol) of phenylhydrazine, 0.75 ml of conc. hydrochloric acid, and 30 ml of absolute ethanol is stirred under reflux for 6 hrs. The cooled precipitate is dissolved in methanol and treated with a Na2CO3 solution. The precipitate which forms is collected, washed with water, and dissolved in hot benzene-hexanes. On cooling the solid is collected. The filtrate, on standing forms a precipitate which is collected and purifi... The reactants are ClC=1C=CC=2C(=NC=3CCN(CC3C2Cl)C2=NC=CN=C2)C1 (7,10-Dichloro-1,2,3,4-tetrahydro-2-(2-pyrazinyl)benzo[b][1,6]naphthyridine), C(=O)([O-])[O-].[Na+].[Na+] (Na2CO3), C1(=CC=CC=C1)NN (phenylhydrazine), Cl (hydrochloric acid). As a reaction SMILES: [Cl:1][C:2]1[CH:3]=[CH:4][C:5]2[C:6]([CH:22]=1)=[N:7][C:8]1[CH2:9][CH2:10][N:11]([C:16]3[CH:21]=[N:20][CH:19]=[CH:18][N:17]=3)[CH2:12][C:13]=1[C:14]=2Cl.[C:23]1([NH:29][NH2:30])[CH:28]=[CH:27][CH:26]=[CH:25][CH:24]=1.Cl.C([O-])([O-])=[O:33].[Na+].[Na+]>CO.C(O)C>[OH2:33].[Cl:1][C:2]1[CH:3]=[CH:4][C:5]2[C:14]3[C:13](=[CH:12][N:29]([C:23]4[CH:28]=[CH:27][CH:26]=[CH:25][CH:24]=4)[N:30]=3)[C:8]([CH2:9][CH2:10][NH:11][C:16]3[CH:21]=[N:20][CH:19]=[CH:18][N:17]=3)=[N:7][C:6]=2[CH:22]=1.[Cl:1][C:2]1[CH:3]=[CH:4][C:5]2[C:14]3[C:13](=[CH:12][N:29]([C:23]4[CH:28]=[CH:27][CH:26]=[CH:25][CH:24]=4)[N:30]=3)[C:8]([CH2:9][CH2:10][NH:11][C:16]3[CH:21]=[N:20][CH:19]=[CH:18][N:17]=3)=[N:7][C:6]=2[CH:22]=1 |f:3.4.5,8.9.10|. Reactants: C1(=CC=CC=C1)S(=O)(=O)N1C(=CC=2C1=NC=CC2)C(=CC2OCCC2)OS(=O)(=O)C2=CC=C(C=C2)C (toluene-4-sulfonic acid 1-(1-benzenesulfonyl-1H-pyrrolo[2,3-b]pyridin-2-yl)-2-(tetrahydro-furan-2-yl)-vinyl ester), CS(=O)(=O)C1=CC=C(C=C1)B(O)O (4-(methanesulfonyl)phenylboronic acid), C([O-])([O-])=O.[Na+].[Na+] (sodium carbonate). Reagents/catalysts: Cl[Pd]([P](C1=CC=CC=C1)(C2=CC=CC=C2)C3=CC=CC=C3)([P](C4=CC=CC=C4)(C5=CC=CC=C5)C6=CC=CC=C6)Cl (dichlorobis(triphenylphosphine)palladium). The solvent is C(C)(=O)OCC (ethyl acetate), O1CCOCC1 (dioxane). Yields the product C1(=CC=CC=C1)S(=O)(=O)N1C(=CC=2C1=NC=CC2)C(=CC2OCCC2)C2=CC=C(C=C2)S(=O)(=O)C (1-benzenesulfonyl-2-[1-(4-methanesulfonyl-phenyl)-2-(tetrahydro-furan-2-yl)-vinyl]-1H-pyrrolo[2,3-b]pyridine). The yield is 41.4%. RXN SMILES: [C:1]1([S:7]([N:10]2[C:14]3=[N:15][CH:16]=[CH:17][CH:18]=[C:13]3[CH:12]=[C:11]2[C:19](OS(C2C=CC(C)=CC=2)(=O)=O)=[CH:20][CH:21]2[CH2:25][CH2:24][CH2:23][O:22]2)(=[O:9])=[O:8])[CH:6]=[CH:5][CH:4]=[CH:3][CH:2]=1.[CH3:37][S:38]([C:41]1[CH:46]=[CH:45][C:44](B(O)O)=[CH:43][CH:42]=1)(=[O:40])=[O:39].C(=O)([O-])[O-].[Na+].[Na+]>O1CCOCC1.C(OCC)(=O)C.Cl[Pd](Cl)([P](C1C=CC=CC=1)(C1C=CC=CC=1)C1C=CC=CC=1)[P](C1C=CC=CC=1)(C1C=CC=CC=1)C1C=CC=CC=1>[C:1]1([S:7]([N:10]2[C:14]3=[N:15][CH:16]=[CH:17][CH:18]=[C:13]3[CH:12]=[C:11]2[C:19]([C:44]2[CH:45]=[CH:46][C:41]([S:38]([CH3:37])(=[O:40])=[O:39])=[CH:42][CH:43]=2)=[CH:20][CH:21]2[CH2:25][CH2:24][CH2:23][O:22]2)(=[O:8])=[O:9])[CH:6]=[CH:5][CH:4]=[CH:3][CH:2]=1 |f:2.3.4,^1:70,89|. Procedure: To a mixture of toluene-4-sulfonic acid 1-(1-benzenesulfonyl-1H-pyrrolo[2,3-b]pyridin-2-yl)-2-(tetrahydro-furan-2-yl)-vinyl ester (0.6 g, 1.14 mmol), 4-(methanesulfonyl)phenylboronic acid (0.57 g, 2.86 mmol) and dichlorobis(triphenylphosphine)palladium (II) (81 mg, 0.11 mmol) in dioxane (8 mL) was added an aqueous sodium carbonate solution (2 M, 1.4 mL). The resulting mixture was subjected to microwave irradiation for 8 h at 100° C. The mixture was diluted with ethyl acetate (100 mL), washed wit... Starting materials: Brc1cccc(Br)n1, CC1(C)OB(c2cc(F)ccc2C#N)OC1(C)C. Yields the product N#Cc1ccc(F)cc1-c1cccc(Br)n1. RXN SMILES: [Br:19][c:20]1[n:21][c:22]([Br:26])[cH:23][cH:24][cH:25]1.[F:1][c:2]1[cH:3][c:4]([B:10]2[O:11][C:12]([CH3:13])([CH3:14])[C:15]([CH3:16])([CH3:17])[O:18]2)[c:5]([C:6]#[N:7])[cH:8][cH:9]1>>[F:1][c:2]1[cH:3][c:4](-[c:22]2[n:21][c:20]([Br:19])[cH:25][cH:24][cH:23]2)[c:5]([C:6]#[N:7])[cH:8][cH:9]1. Starting materials: C1CCOC1, CCN(CC)c1cc(C)cc(C(O)CO)n1, O. Yields the product CCN(CC)c1cc(C)cc(C=O)n1. RXN SMILES: [CH2:17]1[O:18][CH2:19][CH2:20][CH2:21]1.[CH2:1]([CH3:2])[N:3]([c:4]1[cH:5][c:6]([CH3:14])[cH:7][c:8]([CH:10]([CH2:11][OH:12])[OH:13])[n:9]1)[CH2:15][CH3:16].[OH2:22]>>[CH2:1]([CH3:2])[N:3]([c:4]1[cH:5][c:6]([CH3:14])[cH:7][c:8]([CH:10]=[O:13])[n:9]1)[CH2:15][CH3:16]. Reactants: FC1=C(C(=C(C(=C1OC([C@H]1N(CCC1)C(=O)OCC1C2=CC=CC=C2C2=CC=CC=C12)=O)F)F)F)F (Fmoc-L-proline pentafluorophenyl ester), solution, NCC(=O)N[C@@H](CC1=CC=CC=C1)C(=O)N[C@@H](CC(C)C)C(=O)O (Gly-L-Phe-L-Leu), CCN(C(C)C)C(C)C (DIEA). Run in CN(C)C=O (DMF). Reaction conditions: time 3 hour. Product: N1[C@H](C(=O)NCC(=O)N[C@@H](CC2=CC=CC=C2)C(=O)N[C@@H](CC(C)C)C(=O)O)CCC1 (L-Pro-Gly-L-Phe-L-Leu). As a reaction SMILES: FC1C([O:8][C:9](=O)[C@@H:10]2[CH2:14][CH2:13][CH2:12][N:11]2C(OCC2C3C(=CC=CC=3)C3C2=CC=CC=3)=O)=C(F)C(F)=C(F)C=1F.CCN(C(C)C)C(C)C.[NH2:46][CH2:47][C:48]([NH:50][C@H:51]([C:59]([NH:61][C@H:62]([C:67]([OH:69])=[O:68])[CH2:63][CH:64]([CH3:66])[CH3:65])=[O:60])[CH2:52][C:53]1[CH:58]=[CH:57][CH:56]=[CH:55][CH:54]=1)=[O:49]>CN(C=O)C>[NH:11]1[CH2:12][CH2:13][CH2:14][C@H:10]1[C:9]([NH:46][CH2:47][C:48]([NH:50][C@H:51]([C:59]([NH:61][C@H:62]([C:67]([OH:69])=[O:68])[CH2:63][CH:64]([CH3:65])[CH3:66])=[O:60])[CH2:52][C:53]1[CH:58]=[CH:57][CH:56]=[CH:55][CH:54]=1)=[O:49])=[O:8]. Procedure: Fmoc-L-proline pentafluorophenyl ester (50 mg, 0.1 mmol) is dissolved in anhydrous DMF (1 mL) containing DIEA (17 μL, 0.1 mmol). About 0.5-1.0 mL of this solution is added to Gly-L-Phe-L-Leu ELAMS™ in a test tube and the tube vortexed for about 3 hours. The ELAMS™ are pelleted and washed with DMF (4×) and methylene chloride (2×). Deprotection can be effected by treatment with a solution of 20% piperidine in DMF for 30 min. The ELAMS™ are then washed with DMF (2×), ethanol (2×) and methylene chlo... The reactants are N1=CC(=CC=C1)C=CC(=O)C1=CC(=CC=C1)OCC(=O)OC(C)(C)C (3-(3-Pyridyl)-1-(3-(tert-butoxycarbonylmethoxy)phenyl)-2-propen-1-one). The reagents and catalysts are [Pd] (Pd/C). Run in CCOC(=O)C (EtOAc). Conditions: time 15 hour. Product: N1=CC(=CC=C1)CCC(=O)C1=CC(=CC=C1)OCC(=O)OC(C)(C)C (3-(3-Pyridyl)-1-(3-(tert-butoxycarbonylmethoxy)phenyl)-propan-1-one). Yield: 99.6%. Reaction SMILES: [N:1]1[CH:6]=[CH:5][CH:4]=[C:3]([CH:7]=[CH:8][C:9]([C:11]2[CH:16]=[CH:15][CH:14]=[C:13]([O:17][CH2:18][C:19]([O:21][C:22]([CH3:25])([CH3:24])[CH3:23])=[O:20])[CH:12]=2)=[O:10])[CH:2]=1>CCOC(C)=O.[Pd]>[N:1]1[CH:6]=[CH:5][CH:4]=[C:3]([CH2:7][CH2:8][C:9]([C:11]2[CH:16]=[CH:15][CH:14]=[C:13]([O:17][CH2:18][C:19]([O:21][C:22]([CH3:25])([CH3:24])[CH3:23])=[O:20])[CH:12]=2)=[O:10])[CH:2]=1. Procedure details: A mixture of 17 (1.70 g, 5.0 mmol) and 10% Pd/C (85 mg) in EtOAc (70 mL) was hydrogenated in a Parr under H2 at 42 psi for 15 h. The mixture was filtered through Celite and the filtrate was concentrated in vacuo. Chromatography on silica (50-60% EtOAc/hexanes) gave 1.70 g (100%) of a colorless oil. 1H NMR (CDCl3, 300 MHz) 8.54 (d, J=2.0 Hz, 1 H), 8.48 (dd, J=4.8, 1.5 Hz, 1 H), 7.70-7.10 (m, 6 H) 4.58 (s, 2 H), 3.31 (t, J=7.3 Hz, 2 H), 3.09 (t, J=7.4 Hz, 2 H), 1.50 (s, 9 H); 13C NMR (CDCl3, 75 MH... The reactants are Cl (hydrogen chloride), COC=1C=C(C=CC1)C12CCN(CC2CCC1)C (4a-(3-methoxyphenyl)-2-methyl-2,3,4,4a,5,6,7,7a-octahydro-1H-2-pyrindine). The solvent is C(C)OCC (diethyl ether). Yields the product [Cl-].COC=1C=C(C=CC1)C12CC[NH+](CC2CCC1)C (4a-(3-methoxyphenyl)-2-methyl-2,3,4,4a,5,6,7,7a-octahydro-1H-2-pyrindinium chloride). RXN SMILES: [CH3:1][O:2][C:3]1[CH:4]=[C:5]([C:9]23[CH2:17][CH2:16][CH2:15][CH:14]2[CH2:13][N:12]([CH3:18])[CH2:11][CH2:10]3)[CH:6]=[CH:7][CH:8]=1.[ClH:19]>C(OCC)C>[Cl-:19].[CH3:1][O:2][C:3]1[CH:4]=[C:5]([C:9]23[CH2:17][CH2:16][CH2:15][CH:14]2[CH2:13][NH+:12]([CH3:18])[CH2:11][CH2:10]3)[CH:6]=[CH:7][CH:8]=1 |f:3.4|. Procedure: A solution of 4a-(3-methoxyphenyl)-2-methyl-2,3,4,4a,5,6,7,7a-octahydro-1H-2-pyrindine in 100 ml. of diethyl ether was stirred while hydrogen chloride gas was bubbled through the solution. The reaction mixture was stirred for thirty minutes and then filtered. The solid product was recrystallized from diisopropyl ether and isopropanol to provide 4a-(3-methoxyphenyl)-2-methyl-2,3,4,4a,5,6,7,7a-octahydro-1H-2-pyrindinium chloride. M.P. 175°-177° C.